Dataset: the Open Reaction Database (ORD), a public repository of structured organic reaction records. Task: describe an organic reaction: reactants, conditions, products, and yield The reactants are O=C(Cl)c1ccccc1, Cc1ccccc1C. Yields the product O=Cc1ccccc1. RXN SMILES: [C:1]([c:2]1[cH:3][cH:4][cH:5][cH:6][cH:7]1)(=[O:8])[Cl:9].[c:10]1([CH3:11])[c:12]([CH3:13])[cH:14][cH:15][cH:16][cH:17]1>>[CH:1]([c:2]1[cH:3][cH:4][cH:5][cH:6][cH:7]1)=[O:8]. Procedure details: From 2-chloro-6-fluorobenzoic acid and 2-(4,4-difluorocyclohexyl)-2-(2-(trifluoromethyl)pyrimidin-5-yl)ethanamine. LCMS (MH+): m/z=466.1, tR (minutes, Method F)=2.97 As a reaction SMILES: [Cl:1][C:2]1[CH:10]=[CH:9][CH:8]=[C:7]([F:11])[C:3]=1[C:4]([OH:6])=O.[F:12][C:13]1([F:32])[CH2:18][CH2:17][CH:16]([CH:19]([C:22]2[CH:23]=[N:24][C:25]([C:28]([F:31])([F:30])[F:29])=[N:26][CH:27]=2)[CH2:20][NH2:21])[CH2:15][CH2:14]1>>[Cl:1][C:2]1[CH:10]=[CH:9][CH:8]=[C:7]([F:11])[C:3]=1[C:4]([NH:21][CH2:20][CH:19]([CH:16]1[CH2:15][CH2:14][C:13]([F:32])([F:12])[CH2:18][CH2:17]1)[C:22]1[CH:27]=[N:26][C:25]([C:28]([F:29])([F:30])[F:31])=[N:24][CH:23]=1)=[O:6]. Yields the product ClC1=C(C(=O)NCC(C=2C=NC(=NC2)C(F)(F)F)C2CCC(CC2)(F)F)C(=CC=C1)F (2-chloro-6-fluoro-N-(2-(4,4-difluorocyclohexyl)-2-(2-(trifluoromethyl)pyrimidin-5-yl)ethyl)benzamide). Reactants: ClC1=C(C(=O)O)C(=CC=C1)F (2-chloro-6-fluorobenzoic acid), FC1(CCC(CC1)C(CN)C=1C=NC(=NC1)C(F)(F)F)F (2-(4,4-difluorocyclohexyl)-2-(2-(trifluoromethyl)pyrimidin-5-yl)ethanamine). Starting materials: C1CCNCC1, CCC(=O)CC(=O)OC, CC(=O)O, CC(C)O, O=Cc1cc(Cl)cc(Cl)c1. Yields the product CCC(=O)C(=Cc1cc(Cl)cc(Cl)c1)C(=O)OC. As a reaction SMILES: [CH2:20]1[CH2:21][CH2:22][NH:23][CH2:24][CH2:25]1.[CH3:1][O:2][C:3]([CH2:4][C:5]([CH2:6][CH3:7])=[O:8])=[O:9].[CH3:26][C:27](=[O:28])[OH:29].[CH3:30][CH:31]([OH:32])[CH3:33].[Cl:10][c:11]1[cH:12][c:13]([CH:14]=[O:15])[cH:16][c:17]([Cl:19])[cH:18]1>>[CH3:1][O:2][C:3]([C:4]([C:5]([CH2:6][CH3:7])=[O:8])=[CH:14][c:13]1[cH:12][c:11]([Cl:10])[cH:18][c:17]([Cl:19])[cH:16]1)=[O:9]. Reactants: S1C(=CC=C1)CS (thiophen-2-ylmethanethiol), ClC1=NC(N2C(N(CCC2)C)=C1)=O (8-chloro-1-methyl-3,4-dihydro-1H-pyrimido[1,6-a]pyrimidin-6(2H)-one). The product is CN1C=2N(CCC1)C(N=C(C2)SCC=2SC=CC2)=O (1-Methyl-8-(thiophen-2-ylmethylsulfanyl)-1,2,3,4-tetrahydro-pyrimido[1,6-a]pyrimidin-6-one). RXN SMILES: [S:1]1[CH:5]=[CH:4][CH:3]=[C:2]1[CH2:6][SH:7].Cl[C:9]1[CH:19]=[C:13]2[N:14]([CH3:18])[CH2:15][CH2:16][CH2:17][N:12]2[C:11](=[O:20])[N:10]=1>>[CH3:18][N:14]1[CH2:15][CH2:16][CH2:17][N:12]2[C:11](=[O:20])[N:10]=[C:9]([S:7][CH2:6][C:2]3[S:1][CH:5]=[CH:4][CH:3]=3)[CH:19]=[C:13]12. Procedure details: The title compound or its salt was prepared by a procedure similar to that described for E62 starting from thiophen-2-ylmethanethiol and 8-chloro-1-methyl-3,4-dihydro-1H-pyrimido[1,6-a]pyrimidin-6(2H)-one.